This data is from the Open Reaction Database (ORD), a public repository of structured organic reaction records. The task is: describe an organic reaction: reactants, conditions, products, and yield As a reaction SMILES: [O:1]([CH2:8][C:9]1[CH:10]=[C:11]([CH:16]=[C:17]([CH2:19][O:20][C:21]2[CH:26]=[CH:25][CH:24]=[CH:23][CH:22]=2)[CH:18]=1)[C:12]([O:14]C)=[O:13])[C:2]1[CH:7]=[CH:6][CH:5]=[CH:4][CH:3]=1.[OH-].[Na+].CO>C1COCC1>[O:1]([CH2:8][C:9]1[CH:10]=[C:11]([CH:16]=[C:17]([CH2:19][O:20][C:21]2[CH:26]=[CH:25][CH:24]=[CH:23][CH:22]=2)[CH:18]=1)[C:12]([OH:14])=[O:13])[C:2]1[CH:3]=[CH:4][CH:5]=[CH:6][CH:7]=1 |f:1.2|. Procedure details: Methyl 3,5-diphenoxymethylbenzoate (525 mg 1.51 mM) 2.0M sodium hydroxide (2.3 n 4.6 mm) methanol (5 ml) water (3 ml) and THF (10 ml) were stirred together at room temperature for 3 hours. After concentrating to ½ volume the mixture was acidified with 2.0M hydrochloric acid and partitioned between ethyl acetate and water. The organic extracts were washed with water, dried (magnesium sulphate) filtered and evaporated to give 3,5-diphenoxymethylbenzoic acid as a colourless solid (500 mg, 99%); H1 ... Run in C1CCOC1 (THF). The product is O(C1=CC=CC=C1)CC=1C=C(C(=O)O)C=C(C1)COC1=CC=CC=C1 (3,5-diphenoxymethylbenzoic acid). The yield is 99.2%. Reactants: O(C1=CC=CC=C1)CC=1C=C(C(=O)OC)C=C(C1)COC1=CC=CC=C1 (Methyl 3,5-diphenoxymethylbenzoate), [OH-].[Na+] (sodium hydroxide), CO (methanol). Starting materials: C#CC1(c2ccc(OC(F)F)c(OC(F)F)c2)CCC(OC)(OC)CC1, CC(C)=O, Cc1ccc(S(=O)(=O)O)cc1. Yields the product C#CC1(c2ccc(OC(F)F)c(OC(F)F)c2)CCC(=O)CC1. RXN SMILES: [CH3:1][O:2][C:3]1([O:25][CH3:26])[CH2:4][CH2:5][C:6]([C:9]#[CH:10])([c:11]2[cH:12][c:13]([O:21][CH:22]([F:23])[F:24])[c:14]([O:17][CH:18]([F:19])[F:20])[cH:15][cH:16]2)[CH2:7][CH2:8]1.[CH3:38][C:39](=[O:40])[CH3:41].[c:27]1([CH3:28])[cH:29][cH:30][c:31]([S:32]([OH:33])(=[O:34])=[O:35])[cH:36][cH:37]1>>[O:2]=[C:3]1[CH2:4][CH2:5][C:6]([C:9]#[CH:10])([c:11]2[cH:12][c:13]([O:21][CH:22]([F:23])[F:24])[c:14]([O:17][CH:18]([F:19])[F:20])[cH:15][cH:16]2)[CH2:7][CH2:8]1.